This data is from the Open Reaction Database (ORD), a public repository of structured organic reaction records. The task is: describe an organic reaction: reactants, conditions, products, and yield Starting materials: C(C)OC(CC1=NN(C(C2=CC=CC=C12)=O)CC#N)=O (ethyl-3-cyanomethyl-4-oxo-phthalazin-1-ylacetate), Cl.NC1=C(C(=CC(=C1)F)F)S (2-amino-4,6-difluoro-thiophenol hydrochloride). Solvent: C(C)O (ethanol). The product is C(C)OC(CC1=NN(C(C2=CC=CC=C12)=O)CC=1SC2=C(N1)C=C(C=C2F)F)=O (Ethyl-3-(5,7-difluorobenzothiazol-2-ylmethyl)-4-oxo-3-H-phthalazin-1-ylacetate). RXN SMILES: [CH2:1]([O:3][C:4](=[O:20])[CH2:5][C:6]1[C:15]2[C:10](=[CH:11][CH:12]=[CH:13][CH:14]=2)[C:9](=[O:16])[N:8]([CH2:17][C:18]#[N:19])[N:7]=1)[CH3:2].Cl.N[C:23]1[CH:28]=[C:27]([F:29])[CH:26]=[C:25]([F:30])[C:24]=1[SH:31]>C(O)C>[CH2:1]([O:3][C:4](=[O:20])[CH2:5][C:6]1[C:15]2[C:10](=[CH:11][CH:12]=[CH:13][CH:14]=2)[C:9](=[O:16])[N:8]([CH2:17][C:18]2[S:31][C:24]3[C:25]([F:30])=[CH:26][C:27]([F:29])=[CH:28][C:23]=3[N:19]=2)[N:7]=1)[CH3:2] |f:1.2|. Procedure: A mixture of ethyl-3-cyanomethyl-4-oxo-phthalazin-1-ylacetate (1.29 g), 2-amino-4,6-difluoro-thiophenol hydrochloride (0.98 g) and ethanol (20 ml) was refluxed for 6 hours. Upon cooling, the title compound precipitated out as a pale yellow solid (yield: 1.62 g; m.p. 115°-117° C.). Reactants: COB1OC(C(O1)(C)C)(C)C (2-methoxy-4,4,5,5-tetramethyl-1,3,2-dioxaborolane), [Li]CCCC (BuLi), CCCCCC (n-hexane), CC1=NN(C=C1)C1OCCCC1 (3-methyl-1-(tetrahydro-2H-pyran-2-yl)-1H-pyrazole), CCCCCC (n-hexane). Solvent: C1CCOC1 (THF). Run at time 10 minute. Yields the product CC1=NN(C(=C1)B1OC(C(O1)(C)C)(C)C)C1OCCCC1 (3-Methyl-1-(tetrahydro-2H-pyran-2-yl)-5-(4,4,5,5-tetramethyl-1,3,2-dioxaborolan-2-yl)-1H-pyrazole). As a reaction SMILES: [Li]CCCC.CCCCCC.[CH3:12][C:13]1[CH:17]=[CH:16][N:15]([CH:18]2[CH2:23][CH2:22][CH2:21][CH2:20][O:19]2)[N:14]=1.CO[B:26]1[O:30][C:29]([CH3:32])([CH3:31])[C:28]([CH3:34])([CH3:33])[O:27]1>C1COCC1>[CH3:12][C:13]1[CH:17]=[C:16]([B:26]2[O:30][C:29]([CH3:32])([CH3:31])[C:28]([CH3:34])([CH3:33])[O:27]2)[N:15]([CH:18]2[CH2:23][CH2:22][CH2:21][CH2:20][O:19]2)[N:14]=1. Procedure: A mixture of 3-methylpyrazole (3.0 g, 35.4 mmol), 3,4-dihydro-2H-pyrane (4.97 mL, 53.2 mmol) and TFA (0.02 mL, 0.260 mmol) was stirred at 85° C. for 6 h under an argon atmosphere. The RM was cooled to RT and NaH 60% in mineral oil (0.061 g, 1.524 mmol) was and the RM was stirred for 10 min. The RM was purified by bulb-to-bulb distillation to give 3-methyl-1-(tetrahydro-2H-pyran-2-yl)-1H-pyrazole (b.p. 150-170° C., 12 mbar). A solution of n-1.6 M BuLi in n-hexane (3.38 mL, 5.41 mmol) was added dr... Reagents/catalysts: CN(C1=CC=NC=C1)C (4-dimethylaminopyridine). RXN SMILES: [CH3:1][C:2]1[CH:7]=[CH:6][C:5]([CH2:8][CH2:9][CH2:10][C:11](Cl)=[O:12])=[CH:4][CH:3]=1.[C:14]([O:17][CH2:18][C@@:19]([NH:29][C:30](=[O:32])[CH3:31])([CH3:28])[CH2:20][CH2:21][C:22]1[N:23]([CH3:27])[CH:24]=[CH:25][CH:26]=1)(=[O:16])[CH3:15].C([O:36][CH2:37][CH3:38])(=O)C.O>CN(C)C1C=CN=CC=1.C1(C)C=CC=CC=1>[C:14]([O:17][CH2:18][C@@:19]([NH:29][C:30](=[O:32])[CH3:31])([CH3:28])[CH2:20][CH2:21][C:22]1[N:23]([CH3:27])[C:24]([C:11]([O:12][C:37](=[O:36])[CH2:38][CH2:9][CH2:8][C:5]2[CH:6]=[CH:7][C:2]([CH3:1])=[CH:3][CH:4]=2)=[CH:10][CH2:9][CH2:8][C:5]2[CH:6]=[CH:7][C:2]([CH3:1])=[CH:3][CH:4]=2)=[CH:25][CH:26]=1)(=[O:16])[CH3:15]. The reactants are CC1=CC=C(C=C1)CCCC(=O)Cl (4-(4-methylphenyl)butyric chloride), C(C)(=O)OC[C@](CCC=1N(C=CC1)C)(C)NC(C)=O ((2R)-1-acetoxy-2-acetylamino-2-methyl-4-(1-methylpyrrol-2-yl)butane), C(C)(=O)OCC (ethyl acetate), O (water). The solvent is C1(=CC=CC=C1)C (toluene), C1(=CC=CC=C1)C (toluene). Run at temperature 110 celsius, time 48 hour. Procedure: Thionyl chloride (9.0 mL, 123 mmol) and N,N -dimethylformamide (50 μL) were added to a solution of 4-(4-methylphenyl)butyric acid (11.0 g, 62.0 mmol) in benzene (220 mL) and the mixture was stirred at 80° C. for 2 hours. After cooling the mixture to room temperature, the solvent was evaporated under reduced pressure to obtain 5-(4-methylphenyl)butyric chloride. A solution of 4-dimethylaminopyridine (15.2 g, 124 mmol) and 4-(4-methylphenyl)butyric chloride (12.2 g, 62.0 mmol) in toluene (50 mL) w... Product: C(C)(=O)OC[C@](CCC=1N(C(=CC1)C(=CCCC1=CC=C(C=C1)C)OC(CCCC1=CC=C(C=C1)C)=O)C)(C)NC(C)=O ((2R)-1-Acetoxy-2-acetylamino-2-methyl-4-{1-methyl-5-[4-(4-methylphenyl)-1-(4-(4-methylphenyl)butanoyloxy)but-1-enyl]pyrrol-2-yl}butane). Yield: 47.0%. Starting materials: CC=1OC2=C(C=CC=C2C(C1)=O)C=O (2-methyl-4-oxo-4H-chromene-8-carbaldehyde), O=C(CC(=O)OCC)C (ethyl 3-oxobutanoate), NC(=CC(=O)C1=CC=C(C=C1)F)C (3-amino-1-(4-fluorophenyl)but-2-en-1-one), C(C)(=O)O (acetic acid). Run in CC(C)O (2-propanol). Yields the product CC=1NC(=C(C(C1C(=O)OCC)C=1C=CC=C2C(C=C(OC12)C)=O)C(C1=CC=C(C=C1)F)=O)C (Ethyl 2,6-dimethyl-5-(4-fluorobenzoyl)-4-(2-methyl-4-oxo-4H-chromen-8-yl)-1,4-dihydropyridine-3-carboxylate). RXN SMILES: [CH3:1][C:2]1[O:3][C:4]2[C:9]([C:10](=[O:12])[CH:11]=1)=[CH:8][CH:7]=[CH:6][C:5]=2[CH:13]=O.O=[C:16]([CH3:23])[CH2:17][C:18]([O:20][CH2:21][CH3:22])=[O:19].[NH2:24][C:25]([CH3:36])=[CH:26][C:27]([C:29]1[CH:34]=[CH:33][C:32]([F:35])=[CH:31][CH:30]=1)=[O:28].C(O)(=O)C>CC(O)C>[CH3:23][C:16]1[NH:24][C:25]([CH3:36])=[C:26]([C:27](=[O:28])[C:29]2[CH:34]=[CH:33][C:32]([F:35])=[CH:31][CH:30]=2)[CH:13]([C:5]2[CH:6]=[CH:7][CH:8]=[C:9]3[C:4]=2[O:3][C:2]([CH3:1])=[CH:11][C:10]3=[O:12])[C:17]=1[C:18]([O:20][CH2:21][CH3:22])=[O:19]. Reported procedure: 210 mg (1.11 mmol) of 2-methyl-4-oxo-4H-chromene-8-carbaldehyde are dissolved with 145 mg (1.11 mmol) of ethyl 3-oxobutanoate, 200 mg (1.11 mmol) of 3-amino-1-(4-fluorophenyl)but-2-en-1-one and 6 μl (0.11 mmol) of acetic acid in 10 ml of 2-propanol and heated under reflux under argon for 30 h. The solvent is removed in vacuo, and the residue is purified by preparative HPLC. 172 mg (33% of theory) of the title compound are obtained as a yellow solid. Starting materials: COC=1C=C(CC2N(CCCC3=C2C=C(C(=C3)OC)OC)C(C(=O)O)C3=CC=CC=C3)C=CC1OC ([1-(3,4-dimethoxy-benzyl)-7,8-dimethoxy-1,3,4,5-tetrahydro-benzo[c]azepin-2-yl]-phenyl-acetic acid), Cl.NC1CC2=CC=CC=C2C1 (2-aminoindane hydrochloride). Product: COC=1C=C(CC2N(CCCC3=C2C=C(C(=C3)OC)OC)C(C(=O)NC3CC2=CC=CC=C2C3)C3=CC=CC=C3)C=CC1OC (2-[1-(3,4-Dimethoxy-benzyl)-7,8-dimethoxy-1,3,4,5-tetrahydro-benzo[c]azepin-2-yl]-N-indan-2-yl-2-phenyl-acetamide). As a reaction SMILES: [CH3:1][O:2][C:3]1[CH:4]=[C:5]([CH:32]=[CH:33][C:34]=1[O:35][CH3:36])[CH2:6][CH:7]1[C:13]2[CH:14]=[C:15]([O:20][CH3:21])[C:16]([O:18][CH3:19])=[CH:17][C:12]=2[CH2:11][CH2:10][CH2:9][N:8]1[CH:22]([C:26]1[CH:31]=[CH:30][CH:29]=[CH:28][CH:27]=1)[C:23](O)=[O:24].Cl.[NH2:38][CH:39]1[CH2:47][C:46]2[C:41](=[CH:42][CH:43]=[CH:44][CH:45]=2)[CH2:40]1>>[CH3:1][O:2][C:3]1[CH:4]=[C:5]([CH:32]=[CH:33][C:34]=1[O:35][CH3:36])[CH2:6][CH:7]1[C:13]2[CH:14]=[C:15]([O:20][CH3:21])[C:16]([O:18][CH3:19])=[CH:17][C:12]=2[CH2:11][CH2:10][CH2:9][N:8]1[CH:22]([C:26]1[CH:31]=[CH:30][CH:29]=[CH:28][CH:27]=1)[C:23]([NH:38][CH:39]1[CH2:47][C:46]2[C:41](=[CH:42][CH:43]=[CH:44][CH:45]=2)[CH2:40]1)=[O:24] |f:1.2|. Reported procedure: prepared by reaction of [1-(3,4-dimethoxy-benzyl)-7,8-dimethoxy-1,3,4,5-tetrahydro-benzo[c]azepin-2-yl]-phenyl-acetic acid with 2-aminoindane hydrochloride. The reactants are CC(=O)O, O, O=C1SC(Cc2ccc(OCc3nc4cccnc4n3Cc3ccc(-c4ccccc4)cc3)cc2)C(=O)N1C(c1ccccc1)(c1ccccc1)c1ccccc1. Yields the product O=C1NC(=O)C(Cc2ccc(OCc3nc4cccnc4n3Cc3ccc(-c4ccccc4)cc3)cc2)S1. Reaction SMILES: [CH3:58][C:59](=[O:60])[OH:61].[OH2:62].[c:1]1(-[c:7]2[cH:8][cH:9][c:10]([CH2:11][n:12]3[c:13]([CH2:21][O:22][c:23]4[cH:24][cH:25][c:26]([CH2:27][CH:28]5[C:29](=[O:53])[N:30]([C:34]([c:35]6[cH:36][cH:37][cH:38][cH:39][cH:40]6)([c:41]6[cH:42][cH:43][cH:44][cH:45][cH:46]6)[c:47]6[cH:48][cH:49][cH:50][cH:51][cH:52]6)[C:31](=[O:33])[S:32]5)[cH:54][cH:55]4)[n:14][c:15]4[c:16]3[n:17][cH:18][cH:19][cH:20]4)[cH:56][cH:57]2)[cH:2][cH:3][cH:4][cH:5][cH:6]1>>[c:1]1(-[c:7]2[cH:8][cH:9][c:10]([CH2:11][n:12]3[c:13]([CH2:21][O:22][c:23]4[cH:24][cH:25][c:26]([CH2:27][CH:28]5[C:29](=[O:53])[NH:30][C:31](=[O:33])[S:32]5)[cH:54][cH:55]4)[n:14][c:15]4[c:16]3[n:17][cH:18][cH:19][cH:20]4)[cH:56][cH:57]2)[cH:2][cH:3][cH:4][cH:5][cH:6]1. Product: COC=C(C(=O)OC)c1ccccc1Br. Reaction SMILES: [Br:1][c:2]1[c:3]([C:8]([C:9](=[O:10])[O:11][CH3:12])=[CH:13][OH:14])[cH:4][cH:5][cH:6][cH:7]1.[C:15](=[O:16])([O-:17])[O-:18].[CH3:21][O:22][S:23]([O:24][CH3:25])(=[O:26])=[O:27].[K+:19].[K+:20].[O:29]=[CH:30][N:31]([CH3:32])[CH3:33].[OH2:28]>>[Br:1][c:2]1[c:3]([C:8]([C:9](=[O:10])[O:11][CH3:12])=[CH:13][O:14][CH3:15])[cH:4][cH:5][cH:6][cH:7]1. Reactants: COC(=O)C(=CO)c1ccccc1Br, O=C([O-])[O-], COS(=O)(=O)OC, [K+], [K+], CN(C)C=O, O. The reactants are NC=1C(=C(C#N)C=CC1[N+](=O)[O-])C (3-amino-2-methyl-4-nitrobenzonitrile), palladium-activated carbon ethylene diamine. The solvent is CO (methanol). Conditions: time 2 hour. The product is NC=1C(=C(C#N)C=CC1N)C (3,4-Diamino-2-methylbenzonitrile). RXN SMILES: [NH2:1][C:2]1[C:3]([CH3:13])=[C:4]([CH:7]=[CH:8][C:9]=1[N+:10]([O-])=O)[C:5]#[N:6]>CO>[NH2:1][C:2]1[C:3]([CH3:13])=[C:4]([CH:7]=[CH:8][C:9]=1[NH2:10])[C:5]#[N:6]. Reported procedure: To a solution of 3-amino-2-methyl-4-nitrobenzonitrile (250 mg, 1.41 mmol) in methanol (15 mL), palladium-activated carbon ethylene diamine complex (255 mg, 3.5%-6.5% Pd, 0.071 mmol) was added. The reaction was stirred at rt under hydrogen atmosphere for 2 hr. The catalyst was removed by filtration through Celite® pad. The Celite® pad was washed with MeOH. The collected filtrate was concentrated to give the title compound. MS (ESI+) m/z 148.0 (M+H). Reactants: ClC(=O)N1[C@H](CN(C[C@H]1C)C(=O)OC(C)(C)C)C (cis 1-chlorocarbonyl-2,6-dimethyl-4-tert-butoxycarbonylpiperazine), C(C1=CC=CC=C1)O (benzyl alcohol). The product is Cl.C[C@@H]1N([C@@H](CNC1)C)C(=O)OCC1=CC=CC=C1 (Benzyl cis-2,6-dimethylpiperazine-1-carboxylate hydrochloride), product. The yield is 15.0%. Reaction SMILES: [Cl:1][C:2]([N:4]1[C@H:9]([CH3:10])[CH2:8][N:7](C(OC(C)(C)C)=O)[CH2:6][C@@H:5]1[CH3:18])=[O:3].[CH2:19]([OH:26])[C:20]1[CH:25]=[CH:24][CH:23]=[CH:22][CH:21]=1>>[ClH:1].[CH3:18][C@H:5]1[CH2:6][NH:7][CH2:8][C@@H:9]([CH3:10])[N:4]1[C:2]([O:26][CH2:19][C:20]1[CH:25]=[CH:24][CH:23]=[CH:22][CH:21]=1)=[O:3] |f:2.3|. Procedure: Benzyl cis-2,6-dimethylpiperazine-1-carboxylate hydrochloride was prepared from cis 1-chlorocarbonyl-2,6-dimethyl-4-tert-butoxycarbonylpiperazine and benzyl alcohol according to the methods described for Examples 52 and 54 to give the product as a cream solid (0.0833 g, 15% overall); νmax (nujol)/cm−1 2776, 2672, 2568, 2527, 1706, 1581, 1415, and 1329; δH (400 MHz, DMSO-d6) 9.89 (1 H, br), 9.19 (1 H, br), 7.41–7.31 (5H, m), 5.13 (2 H, s), 4.34 (2 H, m), 3.17–3.08 (4 H, m), and 1.31 (6 H, d, J 7.... Reactants: C(C)(C)(C)OC(=O)C1N(CC=CCC1NC(=O)OCC1=CC=CC=C1)S(=O)(=O)C1=CC=C(C=C1)OC (3-Benzyloxycarbonylamino-1-(4-methoxy-benzenesulfonyl)-2,3,4,7-tetrahydro-1H-azepine-2-carboxylic acid tert-butyl ester), 5h. The solvent is ClCCl.FC(C(=O)O)(F)F (Dichloro-methane Trifluoroacetic Acid). Product: C(C1=CC=CC=C1)OC(=O)NC1C(N(CC=CC1)S(=O)(=O)C1=CC=C(C=C1)OC)C(=O)O (3-Benzyloxycarbonylamino-1-(4-methoxy-benzenesulfonyl)-2,3,4,7-tetrahydro-1H-azepine-2-carboxylic Acid). Reaction SMILES: C([O:5][C:6]([CH:8]1[CH:14]([NH:15][C:16]([O:18][CH2:19][C:20]2[CH:25]=[CH:24][CH:23]=[CH:22][CH:21]=2)=[O:17])[CH2:13][CH:12]=[CH:11][CH2:10][N:9]1[S:26]([C:29]1[CH:34]=[CH:33][C:32]([O:35][CH3:36])=[CH:31][CH:30]=1)(=[O:28])=[O:27])=[O:7])(C)(C)C>ClCCl.FC(F)(F)C(O)=O>[CH2:19]([O:18][C:16]([NH:15][CH:14]1[CH2:13][CH:12]=[CH:11][CH2:10][N:9]([S:26]([C:29]2[CH:30]=[CH:31][C:32]([O:35][CH3:36])=[CH:33][CH:34]=2)(=[O:27])=[O:28])[CH:8]1[C:6]([OH:7])=[O:5])=[O:17])[C:20]1[CH:21]=[CH:22][CH:23]=[CH:24][CH:25]=1 |f:1.2|. Procedure details: 3-Benzyloxycarbonylamino-1-(4-methoxy-benzenesulfonyl)-2,3,4,7-tetrahydro-1H-azepine-2-carboxylic acid tert-butyl ester (28 mg, 0.054 mmol) is dissolved in 4 ml Dichloro-methane/Trifluoroacetic Acid; 3:1 and stirred for 5h at room temperature. The solvent/reagent are evaporated and the remaining oil is co-evaporated from Toluene twice. Flash-chromatography, Hexane/Ethylacetate; 1:1 afforded the desired product: Cal. 460.51, found (M)+460.9.